From a dataset of the Open Reaction Database (ORD), a public repository of structured organic reaction records. describe an organic reaction: reactants, conditions, products, and yield Starting materials: CC(C)O, CCCSc1nc(Cl)c(N=Nc2ccc(C)cc2)c(Cl)n1, [H][H]. Yields the product CCCSc1nc(Cl)c(N)c(Cl)n1. Reaction SMILES: [CH3:24][CH:25]([OH:26])[CH3:27].[Cl:1][c:2]1[n:3][c:4]([S:18][CH2:19][CH2:20][CH3:21])[n:5][c:6]([Cl:17])[c:7]1[N:8]=[N:9][c:10]1[cH:11][cH:12][c:13]([CH3:14])[cH:15][cH:16]1.[H:22][H:23]>>[Cl:1][c:2]1[n:3][c:4]([S:18][CH2:19][CH2:20][CH3:21])[n:5][c:6]([Cl:17])[c:7]1[NH2:8]. Starting materials: [N+](=O)([O-])C1=CC=C(O1)C1=NN(C=C1C(=O)Cl)C1=CC=CC=C1 (3-(5-nitro-2-furyl)-1-phenylpyrazole-4-carboxylic acid chloride), Cl.Cl.NN (hydrazine dihydrochloride). Run in O1CCOCC1 (dioxane), O (water). Yields the product [N+](=O)([O-])C1=CC=C(O1)C1=NN(C=C1C(=O)NNC(=O)C=1C(=NN(C1)C1=CC=CC=C1)C=1OC(=CC1)[N+](=O)[O-])C1=CC=CC=C1 (N,N'-bis-[3-(5-nitro-2-furyl)-1-phenyl-4-pyrazolylcarbonyl]hydrazine). Yield: 72.0%. RXN SMILES: [N+:1]([C:4]1[O:8][C:7]([C:9]2[C:13]([C:14](Cl)=[O:15])=[CH:12][N:11]([C:17]3[CH:22]=[CH:21][CH:20]=[CH:19][CH:18]=3)[N:10]=2)=[CH:6][CH:5]=1)([O-:3])=[O:2].Cl.Cl.[NH2:25][NH2:26]>O1CCOCC1.O>[N+:1]([C:4]1[O:8][C:7]([C:9]2[C:13]([C:14]([NH:25][NH:26][C:14]([C:13]3[C:9]([C:7]4[O:8][C:4]([N+:1]([O-:3])=[O:2])=[CH:5][CH:6]=4)=[N:10][N:11]([C:17]4[CH:18]=[CH:19][CH:20]=[CH:21][CH:22]=4)[CH:12]=3)=[O:15])=[O:15])=[CH:12][N:11]([C:17]3[CH:22]=[CH:21][CH:20]=[CH:19][CH:18]=3)[N:10]=2)=[CH:6][CH:5]=1)([O-:3])=[O:2] |f:1.2.3|. Procedure details: Add a solution of 476 mg of 3-(5-nitro-2-furyl)-1-phenylpyrazole-4-carboxylic acid chloride in 25 ml of dioxane dropwise to 210 mg of hydrazine dihydrochloride in 2 ml of water, whereupon N,N'-bis-[3-(5-nitro-2-furyl)-1-phenyl-4-pyrazolylcarbonyl]hydrazine [m.p. 313° to 314° C (with decomposition) from dimethylformamide] precipitates with a yield of 72%. The reactants are NC1=NC(=CC(=C1C=O)C1CN(CCC1)C(=O)OC(C)(C)C)C1=C(C=CC=C1O)OCC1=CC=CC=C1 (tert-butyl 3-{2-amino-6-[2-(benzyloxy)-6-hydroxyphenyl]-3-formyl-4-pyridinyl}-1-piperidinecarboxylate), Cl (HCl). Solvent: O1CCOCC1 (1,4-dioxane), O1CCOCC1 (dioxane). Conditions: time 2 hour. Product: Cl.NC1=C(C=O)C(=CC(=N1)C1=C(C=CC=C1O)OCC1=CC=CC=C1)C1CNCCC1 (2-amino-6-[2-(benzyloxy)-6-hydroxyphenyl]-4-(3-piperidinyl)nicotinaldehyde hydrochloride). As a reaction SMILES: [NH2:1][C:2]1[C:7]([CH:8]=[O:9])=[C:6]([CH:10]2[CH2:15][CH2:14][CH2:13][N:12](C(OC(C)(C)C)=O)[CH2:11]2)[CH:5]=[C:4]([C:23]2[C:28]([OH:29])=[CH:27][CH:26]=[CH:25][C:24]=2[O:30][CH2:31][C:32]2[CH:37]=[CH:36][CH:35]=[CH:34][CH:33]=2)[N:3]=1.[ClH:38]>O1CCOCC1>[ClH:38].[NH2:1][C:2]1[N:3]=[C:4]([C:23]2[C:28]([OH:29])=[CH:27][CH:26]=[CH:25][C:24]=2[O:30][CH2:31][C:32]2[CH:37]=[CH:36][CH:35]=[CH:34][CH:33]=2)[CH:5]=[C:6]([CH:10]2[CH2:15][CH2:14][CH2:13][NH:12][CH2:11]2)[C:7]=1[CH:8]=[O:9] |f:3.4|. Reported procedure: To a stirred solution of tert-butyl 3-{2-amino-6-[2-(benzyloxy)-6-hydroxyphenyl]-3-formyl-4-pyridinyl}-1-piperidinecarboxylate (0.090 g, 0.183 mmol) in 1,4-dioxane (2 mL) was added 4N HCl in dioxane (2 mL). The mixture was stirred at room temperature for 2 hrs. The resulting precipitate was collected by filtration, washed with acetonitril, and dried under reduced pressure to give 2-amino-6-[2-(benzyloxy)-6-hydroxyphenyl]-4-(3-piperidinyl)nicotinaldehyde hydrochloride. (0.103 g, yield quant.) The reactants are O (water), BrCC(=O)C1=CC=CC=C1 (2-Bromoacetophenone), C(=O)(O)[O-].[Na+] (NaHCO3), C(#N)C=1C=NC(=CC1N)N (3-cyano-4,6-diaminopyridine). The solvent is CO (methanol). Yields the product NC1=CC=2N(C=C1C#N)C=C(N2)C2=CC=CC=C2 (7-Amino-2-phenyl-imidazo[1,2-a]pyridine-6-carbonitrile). RXN SMILES: Br[CH2:2][C:3]([C:5]1[CH:10]=[CH:9][CH:8]=[CH:7][CH:6]=1)=O.C([O-])(O)=O.[Na+].[C:16]([C:18]1[CH:19]=[N:20][C:21]([NH2:25])=[CH:22][C:23]=1[NH2:24])#[N:17].O>CO>[NH2:24][C:23]1[C:18]([C:16]#[N:17])=[CH:19][N:20]2[CH:2]=[C:3]([C:5]3[CH:10]=[CH:9][CH:8]=[CH:7][CH:6]=3)[N:25]=[C:21]2[CH:22]=1 |f:1.2|. Reported procedure: 2-Bromoacetophenone (1.11 g, 5.6 mmol) and NaHCO3 (470 mg) were added to a solution of 3-cyano-4,6-diaminopyridine (500 mg, 3.7 mmol) in methanol (7.5 ml), and the mixture was heated to reflux overnight. The mixture was cooled, water (4 ml) was added, and the precipitate was filtered to give a first crop of the desired product. The filtrate was evaporated, taken up in ethyl acetate and washed (water, brine). The organic layer was dried (Na2SO4), evaporated, and the residue was purified by column... Starting materials: CCN(C(C)C)C(C)C, [Cl-], O=S(=O)(Cl)CCc1cc[nH+]cc1, ClCCl, COc1cccc2c1nc(C(F)F)n2-c1nc(N2CCNCC2)nc(N2CCOCC2)n1, O. Product: COc1cccc2c1nc(C(F)F)n2-c1nc(N2CCOCC2)nc(N2CCN(S(=O)(=O)CCc3ccncc3)CC2)n1. Reaction SMILES: [CH:1]([N:2]([CH2:3][CH3:4])[CH:5]([CH3:6])[CH3:7])([CH3:8])[CH3:9].[Cl-:42].[Cl:43][S:44](=[O:45])(=[O:46])[CH2:47][CH2:48][c:49]1[cH:50][cH:51][nH+:52][cH:53][cH:54]1.[Cl:56][CH2:57][Cl:58].[F:10][CH:11]([c:12]1[n:13][c:14]2[c:15]([n:16]1-[c:17]1[n:18][c:19]([N:29]3[CH2:30][CH2:31][NH:32][CH2:33][CH2:34]3)[n:20][c:21]([N:23]3[CH2:24][CH2:25][O:26][CH2:27][CH2:28]3)[n:22]1)[cH:35][cH:36][cH:37][c:38]2[O:39][CH3:40])[F:41].[OH2:55]>>[F:10][CH:11]([c:12]1[n:13][c:14]2[c:15]([n:16]1-[c:17]1[n:18][c:19]([N:29]3[CH2:30][CH2:31][N:32]([S:44](=[O:45])(=[O:46])[CH2:47][CH2:48][c:49]4[cH:50][cH:51][n:52][cH:53][cH:54]4)[CH2:33][CH2:34]3)[n:20][c:21]([N:23]3[CH2:24][CH2:25][O:26][CH2:27][CH2:28]3)[n:22]1)[cH:35][cH:36][cH:37][c:38]2[O:39][CH3:40])[F:41]. The reactants are O=C([O-])[O-], CCI, CN(C)C=O, CCOC(=O)c1c[nH]c2nc(N3CCN(C(=O)C(F)(F)F)CC3)c(F)cc2c1=O, [K+], [K+]. The product is CCOC(=O)c1cn(CC)c2nc(N3CCN(C(=O)C(F)(F)F)CC3)c(F)cc2c1=O. Reaction SMILES: [C:33](=[O:34])([O-:35])[O-:36].[CH2:30]([CH3:31])[I:32].[CH3:39][N:40]([CH3:41])[CH:42]=[O:43].[F:1][c:2]1[cH:3][c:4]2[c:5](=[O:29])[c:6]([C:24](=[O:25])[O:26][CH2:27][CH3:28])[cH:7][nH:8][c:9]2[n:10][c:11]1[N:12]1[CH2:13][CH2:14][N:15]([C:18]([C:19]([F:20])([F:21])[F:22])=[O:23])[CH2:16][CH2:17]1.[K+:37].[K+:38]>>[F:1][c:2]1[cH:3][c:4]2[c:5](=[O:29])[c:6]([C:24](=[O:25])[O:26][CH2:27][CH3:28])[cH:7][n:8]([CH2:30][CH3:31])[c:9]2[n:10][c:11]1[N:12]1[CH2:13][CH2:14][N:15]([C:18]([C:19]([F:20])([F:21])[F:22])=[O:23])[CH2:16][CH2:17]1. Reactants: BrC1=CC=C(C=C1)C1=NC=C(C=N1)OCC (2-(4-bromophenyl)-5-(ethoxy)pyrimidine), C(C)(=O)OC(C)C=C (2-acetoxy-3-butene), C(C)(C)(C)N (N-tert.butylamine). The reagents and catalysts are C(C)(=O)[O-].[Pd+2].C(C)(=O)[O-] (palladium(II) acetate), C1(=CC=CC=C1)P(C1=CC=CC=C1)C1=CC=CC=C1 (triphenylphosphine). The solvent is CN1C(CCC1)=O (N-methylpyrrolidone). Yields the product C(C)(=O)OC(C=CC1=CC=C(C=C1)C1=NC=C(C=N1)OCC)C (2-[4-(3-acetoxy-1-butenyl)phenyl]-5-ethoxypyrimidine). The yield is 67.0%. Reaction SMILES: Br[C:2]1[CH:7]=[CH:6][C:5]([C:8]2[N:13]=[CH:12][C:11]([O:14][CH2:15][CH3:16])=[CH:10][N:9]=2)=[CH:4][CH:3]=1.[C:17]([O:20][CH:21]([CH:23]=[CH2:24])[CH3:22])(=[O:19])[CH3:18].C(N)(C)(C)C>C([O-])(=O)C.[Pd+2].C([O-])(=O)C.C1(P(C2C=CC=CC=2)C2C=CC=CC=2)C=CC=CC=1.CN1CCCC1=O>[C:17]([O:20][CH:21]([CH3:22])[CH:23]=[CH:24][C:2]1[CH:7]=[CH:6][C:5]([C:8]2[N:13]=[CH:12][C:11]([O:14][CH2:15][CH3:16])=[CH:10][N:9]=2)=[CH:4][CH:3]=1)(=[O:19])[CH3:18] |f:3.4.5|. Procedure: 12 g of 2-(4-bromophenyl)-5-(ethoxy)pyrimidine, 12 g of 2-acetoxy-3-butene, 10 g of N-tert.butylamine, 20 ml of N-methylpyrrolidone, 0.12 g of palladium(II) acetate and 0.3 g of triphenylphosphine were reacted in analogous manner to Example 1(d) to give 9 g of 2-[4-(3-acetoxy-1-butenyl)phenyl]-5-ethoxypyrimidine. Starting materials: ClC1=CC=C(CN)C=C1 (4-chlorobenzylamine), CCN(C(C)C)C(C)C (iPr2NEt), O=C1N[C@@H](COC([C@@H](C/C=C/CC1)CC(=O)O)=O)C1=CC=CC=C1 (2-((3R,11S,E)-5,12-dioxo-3-phenyl-1-oxa-4-azacyclododec-8-en-11-yl)acetic acid), FC(C(=O)O)(F)F (trifluoroacetic acid), C(CCl)Cl (EDC), C=1C=CC2=C(C1)N=NN2O (HOBt), O=C1N[C@@H](COC([C@@H](C/C=C/CC1)CC(=O)OC(C)(C)C)=O)C1=CC=CC=C1 (tert-butyl 2-((3R,11S,E)-5,12-dioxo-3-phenyl-1-oxa-4-azacyclododec-8-en-11-yl)acetate). Reagents/catalysts: CN(C)C=1C=CN=CC1 (DMAP). Run in C(Cl)Cl (CH2Cl2), C(Cl)Cl (CH2Cl2). Run at time 1 hour. Yields the product ClC1=CC=C(CNC(C[C@@H]2C/C=C/CCC(N[C@@H](COC2=O)C2=CC=CC=C2)=O)=O)C=C1 (N-(4-chlorobenzyl)-2-((3R,11S,E)-5,12-dioxo-3-phenyl-1-oxa-4-azacyclododec-8-en-11-yl)acetamide). Reaction SMILES: [O:1]=[C:2]1[CH2:13][CH2:12][CH:11]=[CH:10][CH2:9][C@@H:8]([CH2:14][C:15]([O:17]C(C)(C)C)=O)[C:7](=[O:22])[O:6][CH2:5][C@@H:4]([C:23]2[CH:28]=[CH:27][CH:26]=[CH:25][CH:24]=2)[NH:3]1.FC(F)(F)C(O)=O.O=C1CCC=CC[C@@H](CC(O)=O)C(=O)OC[C@@H](C2C=CC=CC=2)N1.C(Cl)CCl.C1C=CC2N(O)N=NC=2C=1.[Cl:74][C:75]1[CH:82]=[CH:81][C:78]([CH2:79][NH2:80])=[CH:77][CH:76]=1.CCN(C(C)C)C(C)C>C(Cl)Cl.CN(C1C=CN=CC=1)C>[Cl:74][C:75]1[CH:82]=[CH:81][C:78]([CH2:79][NH:80][C:15](=[O:17])[CH2:14][C@H:8]2[C:7](=[O:22])[O:6][CH2:5][C@@H:4]([C:23]3[CH:24]=[CH:25][CH:26]=[CH:27][CH:28]=3)[NH:3][C:2](=[O:1])[CH2:13][CH2:12][CH:11]=[CH:10][CH2:9]2)=[CH:77][CH:76]=1. Procedure details: To a solution of tert-butyl 2-((3R,11S,E)-5,12-dioxo-3-phenyl-1-oxa-4-azacyclododec-8-en-11-yl)acetate (130 mg, 0.336 mmol) in CH2Cl2 (258 μL) cooled in an ice/water bath was added trifluoroacetic acid (116 μL, 1.510 mmol) and the reaction mixture was stirred 1 h at which point LC-MS analysis indicated complete consumption of starting material. The reaction mixture was concentrated and the crude carboxylic acid was utilized immediately. To a solution of crude 2-((3R,11S,E)-5,12-dioxo-3-phenyl-1-... Reactants: C1(=CC=CC=C1)C (toluene), C(CO)O (ethylene glycol), C(CO)O (ethylene glycol), C(C1=CC=CC=C1)(C1=CC=CC=C1)O (benzhydrol). Reagents/catalysts: S(O)(O)(=O)=O (sulfuric acid). The solvent is CCOCC (Ether). Run at temperature 90 celsius. Product: C(C1=CC=CC=C1)(C1=CC=CC=C1)OCCO (2-benzhydryloxyethanol). RXN SMILES: C1(C)C=CC=CC=1.[CH2:8]([OH:11])[CH2:9][OH:10].[CH:12](O)([C:19]1[CH:24]=[CH:23][CH:22]=[CH:21][CH:20]=1)[C:13]1[CH:18]=[CH:17][CH:16]=[CH:15][CH:14]=1>S(=O)(=O)(O)O.CCOCC>[CH:12]([O:10][CH2:9][CH2:8][OH:11])([C:13]1[CH:18]=[CH:17][CH:16]=[CH:15][CH:14]=1)[C:19]1[CH:24]=[CH:23][CH:22]=[CH:21][CH:20]=1. Procedure: 8 ml of toluene and 2 drops of concentrated sulfuric acid were added to 621 mg (10.0 mmol) of ethylene glycol, and they were heated to 90° C. 737 mg (4.0 mmol) of benzhydrol was added dropwise to the obtained mixture for the duration of 50 minutes. 30 minutes after, 621 mg (10.0 mmol) of ethylene glycol was added thereto and they were stirred under heating for 40 minutes. Ether was added to the reaction mixture, and the organic layer was successively washed with water, saturated aqueous sodium h... Reactants: ClC1=CC(=CC=C1)C(=O)OO (m-chloroperbenzoic acid), C(CCC)OCCOC1=CC=C(C=C1)C=1C=CC2=C(C=C(CCN2CC(C)C)C(=O)NC2=CC=C(C=C2)SCC2=NC=CC=N2)C1 (7-[4-(2-butoxyethoxy)phenyl]-1-isobutyl-N-[4-[(2-pyrimidinylmethyl)sulfanyl]phenyl]-2,3-dihydro-1-benzazepine-4-carboxamide), S(=S)(=O)([O-])[O-].[Na+].[Na+] (sodium thiosulfate). Run in C(Cl)Cl (methylene chloride), C(Cl)Cl (methylene chloride). Run at time 15 minute. The product is C(CCC)OCCOC1=CC=C(C=C1)C=1C=CC2=C(C=C(CCN2CC(C)C)C(=O)NC2=CC=C(C=C2)S(=O)CC2=NC=CC=N2)C1 (7-[4-(2-butoxyethoxy)phenyl]-1-isobutyl-N-[4-[(2-pyrimidinylmethyl)sulfinyl]phenyl]-2,3-dihydro-1-benzazepine-4-carboxamide). Isolated yield 61.4%. As a reaction SMILES: [CH2:1]([O:5][CH2:6][CH2:7][O:8][C:9]1[CH:14]=[CH:13][C:12]([C:15]2[CH:16]=[CH:17][C:18]3[N:24]([CH2:25][CH:26]([CH3:28])[CH3:27])[CH2:23][CH2:22][C:21]([C:29]([NH:31][C:32]4[CH:37]=[CH:36][C:35]([S:38][CH2:39][C:40]5[N:45]=[CH:44][CH:43]=[CH:42][N:41]=5)=[CH:34][CH:33]=4)=[O:30])=[CH:20][C:19]=3[CH:46]=2)=[CH:11][CH:10]=1)[CH2:2][CH2:3][CH3:4].ClC1C=CC=C(C(OO)=[O:55])C=1.S([O-])([O-])(=O)=S.[Na+].[Na+]>C(Cl)Cl>[CH2:1]([O:5][CH2:6][CH2:7][O:8][C:9]1[CH:10]=[CH:11][C:12]([C:15]2[CH:16]=[CH:17][C:18]3[N:24]([CH2:25][CH:26]([CH3:27])[CH3:28])[CH2:23][CH2:22][C:21]([C:29]([NH:31][C:32]4[CH:33]=[CH:34][C:35]([S:38]([CH2:39][C:40]5[N:45]=[CH:44][CH:43]=[CH:42][N:41]=5)=[O:55])=[CH:36][CH:37]=4)=[O:30])=[CH:20][C:19]=3[CH:46]=2)=[CH:13][CH:14]=1)[CH2:2][CH2:3][CH3:4] |f:2.3.4|. Procedure details: 7-[4-(2-butoxyethoxy)phenyl]-1-isobutyl-N-[4-[(2-pyrimidinylmethyl)sulfanyl]phenyl]-2,3-dihydro-1-benzazepine-4-carboxamide (0.77 g) was dissolved in methylene chloride (23.1 ml), and a solution of m-chloroperbenzoic acid (0.31 g) in methylene chloride (15.4 ml) was added to the mixture at −78° C., and the mixture was stirred for 15 minutes. The reaction mixture was added to an aqueous solution of saturated sodium thiosulfate, and extracted with ethyl acetate. The organic layer was washed with s...